Dataset: the Open Reaction Database (ORD), a public repository of structured organic reaction records. Task: describe an organic reaction: reactants, conditions, products, and yield Starting materials: O(C1=CC=CC=C1)CC(=O)NC1[C@@H]2N(C(=C(CS2)C=P(C2=CC=CC=C2)(C2=CC=CC=C2)C2=CC=CC=C2)C(=O)OC(C2=CC=CC=C2)C2=CC=CC=C2)C1=O (Benzhydryl 7-(phenoxyacetamido)-3-(triphenylphosphoran-diylmethyl)-3-cephem-4-carboxylate), CC=1N=CSC1C=O (4-methylthiazol-5-carboaldehyde), resultant mixture. The solvent is C(Cl)Cl (methylene chloride), C([O-])(O)=O.[Na+] (sodium bicarbonate). Yields the product C(C1=CC=CC=C1)(C1=CC=CC=C1)OC(=O)C1=C(CS[C@H]2N1C(C2NC(COC2=CC=CC=C2)=O)=O)C=CC2=C(N=CS2)C (7-(phenoxyacetamido)-3-[2-(4-methylthiazol-5-yl)vinyl]-3-cephem-4-carboxylic acid benzhydryl ester). Yield: 59.4%. Reaction SMILES: [O:1]([CH2:8][C:9]([NH:11][CH:12]1[C:55](=[O:56])[N:14]2[C:15]([C:39]([O:41][CH:42]([C:49]3[CH:54]=[CH:53][CH:52]=[CH:51][CH:50]=3)[C:43]3[CH:48]=[CH:47][CH:46]=[CH:45][CH:44]=3)=[O:40])=[C:16]([CH:19]=P(C3C=CC=CC=3)(C3C=CC=CC=3)C3C=CC=CC=3)[CH2:17][S:18][C@H:13]12)=[O:10])[C:2]1[CH:7]=[CH:6][CH:5]=[CH:4][CH:3]=1.[CH3:57][C:58]1[N:59]=[CH:60][S:61][C:62]=1[CH:63]=O>C(Cl)Cl.C(=O)(O)[O-].[Na+]>[CH:42]([O:41][C:39]([C:15]1[N:14]2[C:55](=[O:56])[CH:12]([NH:11][C:9](=[O:10])[CH2:8][O:1][C:2]3[CH:7]=[CH:6][CH:5]=[CH:4][CH:3]=3)[C@H:13]2[S:18][CH2:17][C:16]=1[CH:19]=[CH:63][C:62]1[S:61][CH:60]=[N:59][C:58]=1[CH3:57])=[O:40])([C:49]1[CH:50]=[CH:51][CH:52]=[CH:53][CH:54]=1)[C:43]1[CH:44]=[CH:45][CH:46]=[CH:47][CH:48]=1 |f:3.4|. Procedure details: Benzhydryl 7-(phenoxyacetamido)-3-(triphenylphosphoran-diylmethyl)-3-cephem-4-carboxylate (1.55 g ) and 4-methylthiazol-5-carboaldehyde (0.305 g) were dissolved in methylene chloride (20 ml), to which aqueous saturated sodium bicarbonate (20 ml) was added at ambient temperature. The resultant mixture was stirred for 17 hours at ambient temperature. The mixture was allowed to stand until it separated into the aqueous phase and organic solvent phase. The aqueous phase was removed and washed with m... Starting materials: C([O-])(O)=O.[Na+] (sodium bicarbonate), COC(CC1=CC=C(C=C1)Br)=O ((4-Bromo-phenyl)acetic acid methyl ester), C1(CCCCC1)P(C1=C(C=CC=C1)C1=C(C=CC=C1OC)OC)C1CCCCC1 (2-dicyclohexylphosphino-2′,6′-dimethoxy-1,1′-biphenyl), P(=O)([O-])([O-])[O-].[K+].[K+].[K+] (potassium phosphate), C(C)C(CC)(C1=CC(=C(C=C1)B1OC(C(O1)(C)C)(C)C)C)C1=CC(=C(OCC(C(C)(C)C)=O)C=C1)C (1-(4-{1-ethyl-1-[3-methyl-4-(4,4,5,5-tetramethyl-[1,3,2]dioxaborolan-2-yl)-phenyl]-propyl}-2-methyl-phenoxy)-3,3-dimethyl-butan-2-one). The reagents and catalysts are C(C)(=O)[O-].[Pd+2].C(C)(=O)[O-] (palladium acetate). The solvent is C1(=CC=CC=C1)C (toluene), O (water). Reaction conditions: temperature 100 celsius, time 2.5 hour. The product is COC(CC1=CC=C(C=C1)C1=C(C=C(C=C1)C(CC)(CC)C1=CC(=C(C=C1)OCC(C(C)(C)C)=O)C)C)=O ((4′-{1-[4-(3,3-dimethyl-2-oxo-butoxy)-3-methyl-phenyl]-1-ethyl-propyl}-2′-methyl-biphenyl-4-yl)-acetic Acid Methyl Ester). Yield: 96.6%. RXN SMILES: [CH3:1][O:2][C:3](=[O:12])[CH2:4][C:5]1[CH:10]=[CH:9][C:8](Br)=[CH:7][CH:6]=1.C1(P(C2CCCCC2)C2C=CC=CC=2C2C(OC)=CC=CC=2OC)CCCCC1.P([O-])([O-])([O-])=O.[K+].[K+].[K+].[CH2:50]([C:52]([C:71]1[CH:84]=[CH:83][C:74]([O:75][CH2:76][C:77](=[O:82])[C:78]([CH3:81])([CH3:80])[CH3:79])=[C:73]([CH3:85])[CH:72]=1)([C:55]1[CH:60]=[CH:59][C:58](B2OC(C)(C)C(C)(C)O2)=[C:57]([CH3:70])[CH:56]=1)[CH2:53][CH3:54])[CH3:51].C(=O)(O)[O-].[Na+]>C1(C)C=CC=CC=1.C([O-])(=O)C.[Pd+2].C([O-])(=O)C.O>[CH3:1][O:2][C:3](=[O:12])[CH2:4][C:5]1[CH:10]=[CH:9][C:8]([C:58]2[CH:59]=[CH:60][C:55]([C:52]([C:71]3[CH:84]=[CH:83][C:74]([O:75][CH2:76][C:77](=[O:82])[C:78]([CH3:80])([CH3:79])[CH3:81])=[C:73]([CH3:85])[CH:72]=3)([CH2:53][CH3:54])[CH2:50][CH3:51])=[CH:56][C:57]=2[CH3:70])=[CH:7][CH:6]=1 |f:2.3.4.5,7.8,10.11.12|. Reported procedure: (4-Bromo-phenyl)acetic acid methyl ester (Tetrahedron Letters 44 (2003) 331-334; 35 mg, 0.153 mmol), palladium acetate (2.2 mg, 0.010 mmol), 2-dicyclohexylphosphino-2′,6′-dimethoxy-1,1′-biphenyl (8.2 mg, 0.020 mmol), potassium phosphate (62 mg, 0.306 mmol) and water (0.2 mL) were added to a solution of 1-(4-{1-ethyl-1-[3-methyl-4-(4,4,5,5-tetramethyl-[1,3,2]dioxaborolan-2-yl)-phenyl]-propyl}-2-methyl-phenoxy)-3,3-dimethyl-butan-2-one (Example 30-(2); 50 mg, 0.102 mmol) in toluene (2 mL). After r... Starting materials: C(C)S(=O)(=O)N1CCC(CC1)C#N (1-(ethylsulfonyl)piperidine-4-carbonitrile), BrCC1OCCC1 (2-(bromomethyl)tetrahydrofuran). Run in C1(=CC=CC=C1)C (toluene). Run at time 12 hour. The product is C(C)S(=O)(=O)N1CCC(CC1)(C#N)CC1OCCC1 (1-(ethylsulfonyl)-4-(tetrahydrofuran-2-ylmethyl)piperidine-4-carbonitrile). Reaction SMILES: [CH2:1]([S:3]([N:6]1[CH2:11][CH2:10][CH:9]([C:12]#[N:13])[CH2:8][CH2:7]1)(=[O:5])=[O:4])[CH3:2].Br[CH2:15][CH:16]1[CH2:20][CH2:19][CH2:18][O:17]1>C1(C)C=CC=CC=1>[CH2:1]([S:3]([N:6]1[CH2:7][CH2:8][C:9]([CH2:15][CH:16]2[CH2:20][CH2:19][CH2:18][O:17]2)([C:12]#[N:13])[CH2:10][CH2:11]1)(=[O:4])=[O:5])[CH3:2]. Reported procedure: In a dry round bottom flask was placed 1-(ethylsulfonyl)-4-ethynylpiperidine (14) (6.7 g, 33.1 mmol) and anhydrous toluene (200 ml). To this was added 2-(bromomethyl)tetrahydrofuran (6.51 ml, 49.7 mmol). Solid KHMDS1.2 equiv (7.93 g, 39.7 mmol) was added in one portion at room temperature and an exotherm was observed. The solution was allowed to stir for 12 hours at which time it was quenched with saturated aq. NH4Cl solution (100 ml). To the mixture was added EtOAc (50 ml) and the solution was ... Reactants: O=C1CCC(=O)N1Br, ClC(Cl)(Cl)Cl, c1cnc2cc(-c3ccncc3)[nH]c2c1. Yields the product Brc1c(-c2ccncc2)[nH]c2cccnc12. RXN SMILES: [Br:1][N:2]1[C:3](=[O:4])[CH2:5][CH2:6][C:7]1=[O:8].[Cl:24][C:25]([Cl:26])([Cl:27])[Cl:28].[n:9]1[cH:10][cH:11][c:12](-[c:15]2[cH:16][c:17]3[n:18][cH:19][cH:20][cH:21][c:22]3[nH:23]2)[cH:13][cH:14]1>>[Br:1][c:16]1[c:15](-[c:12]2[cH:11][cH:10][n:9][cH:14][cH:13]2)[nH:23][c:22]2[c:17]1[n:18][cH:19][cH:20][cH:21]2. The reactants are C1(=CC=CC=C1)CN1CCN(CC1)C1=CC=C(C=C1)NC(=O)C=1C(=CC=CC1)C1=CC=C(C=C1)C(F)(F)F (N-[4-[4-(phenylmethyl)-1-piperazinyl]phenyl]-4′-(trifluoro-methyl)-[1,1′-biphenyl]-2-carboxamide), [H][H] (hydrogen). The reagents and catalysts are [Pd] (Pd/C). The solvent is CO (methanol), C1CCOC1 (THF). Yields the product N1(CCNCC1)C1=CC=C(C=C1)NC(=O)C=1C(=CC=CC1)C1=CC=C(C=C1)C(F)(F)F (N-[4-(1-piperazinyl)phenyl]-4′-(trifluoromethyl)-[1,1′-biphenyl]-2-carboxamide). The yield is 49.5%. As a reaction SMILES: C1(C[N:8]2[CH2:13][CH2:12][N:11]([C:14]3[CH:19]=[CH:18][C:17]([NH:20][C:21]([C:23]4[C:24]([C:29]5[CH:34]=[CH:33][C:32]([C:35]([F:38])([F:37])[F:36])=[CH:31][CH:30]=5)=[CH:25][CH:26]=[CH:27][CH:28]=4)=[O:22])=[CH:16][CH:15]=3)[CH2:10][CH2:9]2)C=CC=CC=1.[H][H]>CO.C1COCC1.[Pd]>[N:11]1([C:14]2[CH:15]=[CH:16][C:17]([NH:20][C:21]([C:23]3[C:24]([C:29]4[CH:34]=[CH:33][C:32]([C:35]([F:37])([F:36])[F:38])=[CH:31][CH:30]=4)=[CH:25][CH:26]=[CH:27][CH:28]=3)=[O:22])=[CH:18][CH:19]=2)[CH2:12][CH2:13][NH:8][CH2:9][CH2:10]1. Procedure: A mixture of intermediate (5) (0.19 mole) in methanol (600 ml) and THF (600 ml) was hydrogenated overnight with Pd/C 10% (3 g) as a catalyst. After uptake of hydrogen (1 equivalent), the catalyst was filtered off and the filtrate was evaporated. The residue was triturated in DIPE. The precipitate was filtered off, dried, and dissolved in water. The mixture was alkalinized with Na2CO3 and then extracted with DCM. The organic layer was separated, dried, filtered and the solvent was evaporated. The... Starting materials: BrC=1C(=NC(=NC1C)C)O (5-bromo-2,6-dimethylpyrimidin-4-ol), C(#N)[Zn]C#N (dicyano zinc). Reagents/catalysts: C=1C=CC(=CC1)[P](C=2C=CC=CC2)(C=3C=CC=CC3)[Pd]([P](C=4C=CC=CC4)(C=5C=CC=CC5)C=6C=CC=CC6)([P](C=7C=CC=CC7)(C=8C=CC=CC8)C=9C=CC=CC9)[P](C=1C=CC=CC1)(C=1C=CC=CC1)C=1C=CC=CC1 (tetrakis(triphenylphosphine)palladium). The solvent is CN(C=O)C (N,N-dimethylformamide). Conditions: temperature 140 celsius, time 12 hour. Product: OC1=NC(=NC(=C1C#N)C)C (4-hydroxy-2,6-dimethylpyrimidine-5-carbonitrile). Yield: 98.9%. RXN SMILES: Br[C:2]1[C:3]([OH:10])=[N:4][C:5]([CH3:9])=[N:6][C:7]=1[CH3:8].[C:11]([Zn]C#N)#[N:12]>C1C=CC([P]([Pd]([P](C2C=CC=CC=2)(C2C=CC=CC=2)C2C=CC=CC=2)([P](C2C=CC=CC=2)(C2C=CC=CC=2)C2C=CC=CC=2)[P](C2C=CC=CC=2)(C2C=CC=CC=2)C2C=CC=CC=2)(C2C=CC=CC=2)C2C=CC=CC=2)=CC=1.CN(C)C=O>[OH:10][C:3]1[C:2]([C:11]#[N:12])=[C:7]([CH3:8])[N:6]=[C:5]([CH3:9])[N:4]=1 |^1:19,21,40,59|. Procedure: A mixture of 5-bromo-2,6-dimethylpyrimidin-4-ol (3.7 g, 18.3 mmol), dicyano zinc (10.7 g, 91.5 mmol) and tetrakis(triphenylphosphine)palladium (6.3 g, 5.1 mmol) and N,N-dimethylformamide (60 mL) was stirred at 140° C. for 12 hours. The mixture was concentrated to give a residue. The residue was purified by column chromatography (silica gel, dichloromethane/methanol=15:1) to give 4-hydroxy-2,6-dimethylpyrimidine-5-carbonitrile as a white solid (2.7 g, 99%). LRMS (M+H) m/z: calcd 149.06. found 149...